Dataset: the Open Reaction Database (ORD), a public repository of structured organic reaction records. Task: describe an organic reaction: reactants, conditions, products, and yield The reactants are amine, ClCC(=O)Cl (chloroacetylchloride), residue, CONC(C)C (Methoxy-1-methyl-ethylamine), C(C)(C)N(CC)C(C)C (diisopropylethylamine), C(C)(C)(C)OC(=O)N1CCNCC1 (Piperazine-1-carboxylic acid tert-butyl ester), C(C)(C)N(CC)C(C)C (diisopropylethylamine). Solvent: Cl (HCl), C(Cl)Cl (methylene chloride), C(Cl)Cl (methylene chloride), CN(C=O)C (dimethylformamide), C(Cl)Cl (methylene chloride). Conditions: temperature -40 celsius, time 1 hour. Yields the product Cl.Cl.COCC(C)NC(CN1CCNCC1)=O (N-(2-methoxy-1-methylethyl)-2-piperazin-1-yl-acetamide dihydrochloride). RXN SMILES: [CH3:1][O:2]NC(C)C.[CH:7]([N:10]([CH:13](C)C)CC)([CH3:9])[CH3:8].[Cl:16]CC(Cl)=[O:19].C(O[C:26]([N:28]1[CH2:33][CH2:32][NH:31][CH2:30][CH2:29]1)=O)(C)(C)C>C(Cl)Cl.Cl.CN(C)C=O>[ClH:16].[ClH:16].[CH3:1][O:2][CH2:8][CH:7]([NH:10][C:13](=[O:19])[CH2:26][N:28]1[CH2:29][CH2:30][NH:31][CH2:32][CH2:33]1)[CH3:9] |f:7.8.9|. Procedure: Methoxy-1-methyl-ethylamine (15 mmol, 1.15 eq) and diisopropylethylamine (17 mmol, 1.3 eq) were diluted with methylene chloride to give a total volume of 8 mL. The amine solution was added in a portion-wise fashion via a syringe to a solution of chloroacetylchloride (13 mmol) in methylene chloride (10 mL) cooled to approximately −40° C. in a sealed 40 mL vial. The reaction mixture was stirred for 1 h at reduced temperature. The solution was then made acidic with 1N HCl and then diluted with 10 m... Starting materials: CI (methyl iodide), C1(CCCCC1)N1C(=CC=C1)CN(C)C (1-cyclohexyl-2-dimethylaminomethylpyrrole). Solvent: CCOCC (ether), CCOCC (ether). Reaction conditions: time 5 hour. Product: [I-].C1(CCCCC1)N1C(=CC=C1)C[N+](C)(C)C ([1-cyclohexyl-pyrrol-2-yl]methyl trimethylammonium iodide). Isolated yield 86.3%. Reaction SMILES: [CH3:1][I:2].[CH:3]1([N:9]2[CH:13]=[CH:12][CH:11]=[C:10]2[CH2:14][N:15]([CH3:17])[CH3:16])[CH2:8][CH2:7][CH2:6][CH2:5][CH2:4]1>CCOCC>[I-:2].[CH:3]1([N:9]2[CH:13]=[CH:12][CH:11]=[C:10]2[CH2:14][N+:15]([CH3:1])([CH3:17])[CH3:16])[CH2:8][CH2:7][CH2:6][CH2:5][CH2:4]1 |f:3.4|. Procedure details: A solution of methyl iodide (3.55 g) in dry ether (20 ml) was added dropwise to a stirred solution of 1-cyclohexyl-2-dimethylaminomethylpyrrole (4.12 g) in dry ether (50 ml) at 5°. The resulting mixture was stirred at room temperature for 5 hours and then allowed to stand overnight. The solid was filtered off, washed with ether and dried to give [1-cyclohexyl-pyrrol-2-yl]methyl trimethylammonium iodide (6.0 g), m.p.>250° (darkening ca. 190°). Reactants: CC(C=N[C@@H](C)C1=CC=CC=C1)(C)C ((S)-(2,2-dimethylpropylidene)-(1-phenylethyl)-amine), CC(C(C(=O)O)=O)(C)C (trimethylpyruvic acid). Run in C(C)OCC (diethyl ether), C(C)OCC (diethyl ether), C(C)OCC (diethyl ether). Isolated yield 81.2%. Procedure details: 8.9 g (47 mmol) of (S)-(2,2-dimethylpropylidene)-(1-phenylethyl)-amine (J. L. Fauchure, C. Petermann, Helv. Chim. Acta 1980, 63, 824) were dissolved in 10 ml of diethyl ether with the exclusion of moisture. 8.1 g (50 mmol) of trimethylpyruvic acid in 10 ml of diethyl ether were added dropwise to this solution while cooling with ice. Subsequently, the mixture was stirred at 0° C. for a further 2 hours and at room temperature for 6 hours. Colorless crystals form over 2 days and these were suspende... Run at temperature 0 celsius, time 6 hour. Yields the product CC(C(C(=O)O)=N[C@@H](C)C1=CC=CC=C1)(C)C ((S)-3,3-dimethyl-2-(1-phenylethylimino)-butyric acid). Reaction SMILES: [CH3:1][C:2]([CH3:14])([CH3:13])[CH:3]=[N:4][C@H:5]([C:7]1[CH:12]=[CH:11][CH:10]=[CH:9][CH:8]=1)[CH3:6].CC(C)(C)C(=O)[C:18]([OH:20])=[O:19]>C(OCC)C>[CH3:14][C:2]([CH3:13])([CH3:1])[C:3](=[N:4][C@H:5]([C:7]1[CH:12]=[CH:11][CH:10]=[CH:9][CH:8]=1)[CH3:6])[C:18]([OH:20])=[O:19]. Starting materials: CN1CCNCC1 (1-methyl-piperazine), C1(=CC=CC=C1)S(=O)(=O)C=1C(=NN2C1N=C(C=C2O)CCl)SC (3-benzenesulphonyl-5-chloromethyl-2-methylsulphanyl-pyrazolo[1,5-a]pyrimidin-7-ol). Run in CN(C)C=O (DMF). Conditions: time 4 hour. Product: C1(=CC=CC=C1)S(=O)(=O)C=1C(=NN2C1N=C(C=C2O)CN2CCN(CC2)C)SC (3-benzenesulphonyl-5-(4-methyl-piperazin-1-ylmethyl)-2-methylsulphanyl-pyrazolo[1,5-a]pyrimidin-7-ol). Isolated yield 53.0%. Reaction SMILES: [CH3:1][N:2]1[CH2:7][CH2:6][NH:5][CH2:4][CH2:3]1.[C:8]1([S:14]([C:17]2[C:18]([S:29][CH3:30])=[N:19][N:20]3[C:25]([OH:26])=[CH:24][C:23]([CH2:27]Cl)=[N:22][C:21]=23)(=[O:16])=[O:15])[CH:13]=[CH:12][CH:11]=[CH:10][CH:9]=1>CN(C=O)C>[C:8]1([S:14]([C:17]2[C:18]([S:29][CH3:30])=[N:19][N:20]3[C:25]([OH:26])=[CH:24][C:23]([CH2:27][N:5]4[CH2:6][CH2:7][N:2]([CH3:1])[CH2:3][CH2:4]4)=[N:22][C:21]=23)(=[O:16])=[O:15])[CH:13]=[CH:12][CH:11]=[CH:10][CH:9]=1. Reported procedure: 1.57 ml (15.70 mml) of 1-methyl-piperazine were added to a solution of 2.9 g (7.84 mmol) of 3-benzenesulphonyl-5-chloromethyl-2-methylsulphanyl-pyrazolo[1,5-a]pyrimidin-7-ol in 20 ml of DMF and stirred at RT for 4 hrs. The reaction solution was evaporated and the residue was partitioned between 0.5N NaOH and CH2Cl2. The aqueous phase was extracted three times with CH2Cl2. The combined organic phases were dried (MgSO4), filtered and evaporated. Chromatography (SiO2, CH2Cl2/MeOH 4:1) yielded 1.85 ... Reaction conditions: time 20 hour. The reactants are O (H2O), ClC=1C=C2NC(C(NC2=CC1Cl)=O)=O (6,7-dichloro-quinoxaline-2,3(1H,4H)-dione), C1(=CC=CC=C1)C (toluene), C(=O)(Cl)Cl (phosgene). The product is ClC1=NC2=CC(=C(C=C2NC1=O)Cl)Cl (2,6,7-Trichloroquinoxaline-3 (4H)-one). Procedure details: To a solution of 2.5 g (~10.8 mmol) 6,7-dichloro-quinoxaline-2,3(1H,4H)-dione in 100 ml of dry N,N-dimethylformamide was added at 0° C. 8.5 ml of 1.93 M phosgene in toluene (~16.3 mmol). Stirring was continued at 24° C. for 20 h. Addition of 100 ml H2O gave a precipitate (2.4 g). Purification by column chromatography (silica gel) by using ethyl acetate as eluent gave the title compound (1.5 g; 56%), m.p. >300° C. RXN SMILES: [Cl:1][C:2]1[CH:3]=[C:4]2[C:9](=[CH:10][C:11]=1[Cl:12])[NH:8][C:7](=O)[C:6](=[O:14])[NH:5]2.C(Cl)([Cl:17])=O.C1(C)C=CC=CC=1.O>CN(C)C=O>[Cl:17][C:7]1[C:6](=[O:14])[NH:5][C:4]2[C:9](=[CH:10][C:11]([Cl:12])=[C:2]([Cl:1])[CH:3]=2)[N:8]=1. Solvent: CN(C=O)C (N,N-dimethylformamide). Reactants: CC1=NN2C(N=CC3=C2N=C(C(=C3)C3=CC=CC=C3)C3=CC=C(CN2CCC(CC2)C(=O)O)C=C3)=C1 (1-[4-(2-methyl-7-phenylpyrazolo[1,5-a]pyrido[3,2-e]pyrimidin-8-yl)benzyl]piperidine-4-carboxylic acid), C=1C=CC2=C(C1)N=NN2O (HOBt), C(CCl)Cl (EDC), C(C)(C)N(CC)C(C)C (diisopropylethylamine), NC1=CC=CC=C1 (aniline). The solvent is O (water), CN(C)C=O (DMF), C(Cl)Cl (CH2Cl2). Reaction conditions: time 16 hour. The product is CC1=NN2C(N=CC3=C2N=C(C(=C3)C3=CC=CC=C3)C3=CC=C(C=C3)CN3CCC(CC3)C(NC3=CC=CC=C3)=O)=C1 (2-methyl-7-phenyl-8-(4-{[4-(phenylcarbamoyl)piperidin-1-yl]methyl}phenyl)pyrazolo[1,5-a]pyrido[3,2-e]pyrimidine). RXN SMILES: [CH3:1][C:2]1[CH:36]=[C:5]2[N:6]=[CH:7][C:8]3[CH:13]=[C:12]([C:14]4[CH:19]=[CH:18][CH:17]=[CH:16][CH:15]=4)[C:11]([C:20]4[CH:35]=[CH:34][C:23]([CH2:24][N:25]5[CH2:30][CH2:29][CH:28]([C:31](O)=[O:32])[CH2:27][CH2:26]5)=[CH:22][CH:21]=4)=[N:10][C:9]=3[N:4]2[N:3]=1.[CH:37]1[CH:38]=[CH:39][C:40]2N(O)N=[N:43][C:41]=2[CH:42]=1.C(Cl)CCl.C(N(C(C)C)CC)(C)C.NC1C=CC=CC=1>CN(C=O)C.C(Cl)Cl.O>[CH3:1][C:2]1[CH:36]=[C:5]2[N:6]=[CH:7][C:8]3[CH:13]=[C:12]([C:14]4[CH:15]=[CH:16][CH:17]=[CH:18][CH:19]=4)[C:11]([C:20]4[CH:35]=[CH:34][C:23]([CH2:24][N:25]5[CH2:26][CH2:27][CH:28]([C:31](=[O:32])[NH:43][C:41]6[CH:42]=[CH:37][CH:38]=[CH:39][CH:40]=6)[CH2:29][CH2:30]5)=[CH:22][CH:21]=4)=[N:10][C:9]=3[N:4]2[N:3]=1. Procedure details: Compound (14-1) (20 mg, 0.042 mmol, 1.0 eq), HOBt (11 mg, 0.084 mmol, 2.0 eq), EDC (HCl salt, 12 mg, 0.063 mmol, 1.5 eq) and diisopropylethylamine (22 μL, 0.13 mmol, 3.0 eq) were dissolved in DMF (400 μL, anhydrous) and CH2Cl2 (400 μL, anhydrous). To this solution was added aniline (19 mg, 0.21 mmol, 5.0 eq) and the reaction stirred at room temperature for 16 hours. After that time water was added and the mixture extracted with CHCl3 (×3). The combined organic phases were dried with brine and Na... Reactants: Cl (HCl), Cl.C(C)OC([C@H](CC(CC1=CC=C(C=C1)C1=CC(=CC=C1)Cl)N)C)=O ((S)-4-Amino-5-(3′-chloro-biphenyl-4-yl)-2-methyl-pentanoic acid ethyl ester hydrochloric acid salt), O1C(CCC1=O)=O (dihydrofuran-2,5-dione), N1=CC=CC=C1 (pyridine). The solvent is C(Cl)Cl (CH2Cl2). Run at time 2 hour. The product is C(C)OC([C@H](C[C@@H](CC1=CC=C(C=C1)C1=CC(=CC=C1)Cl)NC(CCC(=O)O)=O)C)=O ((2S,4S)-4-(3-carboxy-propionylamino)-5-(3′-chloro-biphenyl-4-yl)-2-methyl-pentanoic acid ethyl ester). Isolated yield 10.8%. Reaction SMILES: Cl.[CH2:2]([O:4][C:5](=[O:25])[C@@H:6]([CH3:24])[CH2:7][CH:8]([NH2:23])[CH2:9][C:10]1[CH:15]=[CH:14][C:13]([C:16]2[CH:21]=[CH:20][CH:19]=[C:18]([Cl:22])[CH:17]=2)=[CH:12][CH:11]=1)[CH3:3].[O:26]1[C:30](=[O:31])[CH2:29][CH2:28][C:27]1=[O:32].N1C=CC=CC=1.Cl>C(Cl)Cl>[CH2:2]([O:4][C:5](=[O:25])[C@@H:6]([CH3:24])[CH2:7][C@H:8]([NH:23][C:30](=[O:31])[CH2:29][CH2:28][C:27]([OH:32])=[O:26])[CH2:9][C:10]1[CH:15]=[CH:14][C:13]([C:16]2[CH:21]=[CH:20][CH:19]=[C:18]([Cl:22])[CH:17]=2)=[CH:12][CH:11]=1)[CH3:3] |f:0.1|. Procedure: To a stirred solution of (S)-4-Amino-5-(3′-chloro-biphenyl-4-yl)-2-methyl-pentanoic acid ethyl ester hydrochloric acid salt (200 mg, 0.52 mmol) and dihydrofuran-2,5-dione (68 mg, 0.68 mmol) in 8 ml CH2Cl2 was added pyridine (0.17 ml, 2.1 mmol) and the solution was stirred for 2 hours. The reaction mixture was acidified to pH=3 with 1M HCl. Solvent was removed under reduced pressure and the residue was purified by preparatory HPLC (DAICEL CHIRALCEL OD-H 21×250 mm column, 18 ml/min, 90% heptane 10...